From a dataset of the Open Reaction Database (ORD), a public repository of structured organic reaction records. describe an organic reaction: reactants, conditions, products, and yield The reactants are CCOC(=O)CBr, OC1CCN(Cc2ccccc2)CC1, [H-], [H][H], [Na+], C1CCOC1. Yields the product CCOC(=O)COC1CCN(Cc2ccccc2)CC1. As a reaction SMILES: [Br:19][CH2:20][C:21](=[O:22])[O:23][CH2:24][CH3:25].[CH2:1]([c:2]1[cH:3][cH:4][cH:5][cH:6][cH:7]1)[N:8]1[CH2:9][CH2:10][CH:11]([OH:14])[CH2:12][CH2:13]1.[H-:15].[H:17][H:18].[Na+:16].[O:26]1[CH2:27][CH2:28][CH2:29][CH2:30]1>>[CH2:1]([c:2]1[cH:3][cH:4][cH:5][cH:6][cH:7]1)[N:8]1[CH2:9][CH2:10][CH:11]([O:14][CH2:20][C:21](=[O:22])[O:23][CH2:24][CH3:25])[CH2:12][CH2:13]1. Reactants: CC(=O)OCC1=C(N2[C@@H]([C@@H](C2=O)N)SC1)C(=O)O (7-aminocephalosporanic acid), [K+].S1C=NC=C1C([O-])=S (thiazole-5-thiocarboxylic acid potassium salt), P(O)(O)(O)=O (phosphoric acid), C([O-])(O)=O.[Na+] (sodium bicarbonate), P(=O)([O-])([O-])[O-] (phosphate), tan crystalline solid. Run at time 5 hour. Yields the product NC1[C@@H]2N(C(=C(CS2)CSC(=O)C2=CN=CS2)C(=O)O)C1=O (7-amino-3-(5-thiazolyl)carbonylthiomethyl-3-cephem-4-carboxylic acid). Reaction SMILES: CC(O[CH2:5][C:6]1[CH2:15][S:14][C@@H:9]2[C@H:10]([NH2:13])[C:11](=[O:12])[N:8]2[C:7]=1[C:16]([OH:18])=[O:17])=O.C(=O)(O)[O-].[Na+].P([O-])([O-])([O-])=O.[K+].[S:30]1[C:34]([C:35](=[S:37])[O-:36])=[CH:33][N:32]=[CH:31]1.P(=O)(O)(O)O>>[NH2:13][CH:10]1[C:11](=[O:12])[N:8]2[C:7]([C:16]([OH:18])=[O:17])=[C:6]([CH2:5][S:37][C:35]([C:34]3[S:30][CH:31]=[N:32][CH:33]=3)=[O:36])[CH2:15][S:14][C@H:9]12 |f:1.2,4.5|. Reported procedure: To a stirred solution of 8.95 g. (0.0328 moles) of 7-aminocephalosporanic acid and 2.76 g. (0.0328 moles) of sodium bicarbonate in 150 ml. of aqueous phosphate buffer at pH 6.4 was added 6.0 g. (0.0328 moles) of thiazole-5-thiocarboxylic acid potassium salt. The mixture was stirred in a nitrogen atmosphere at 50° for 5 hours keeping the pH at 6.6 with 42% phosphoric acid. The mixture was cooled to 20° and the precipitated solid was removed by filtration, washed with water, acetone and ether and ...